This data is from the Open Reaction Database (ORD), a public repository of structured organic reaction records. The task is: describe an organic reaction: reactants, conditions, products, and yield RXN SMILES: [CH:13]([N:14]([CH2:15][CH3:16])[CH:17]([CH3:18])[CH3:19])([CH3:20])[CH3:21].[CH:29]([OH:30])([CH3:31])[CH3:32].[Cl:1][c:2]1[n:3][c:4]2[cH:5][cH:6][cH:7][cH:8][c:9]2[c:10]([Cl:12])[n:11]1.[NH2:22][c:23]1[cH:24][cH:25][cH:26][cH:27][cH:28]1>>[Cl:1][c:2]1[n:3][c:4]2[cH:5][cH:6][cH:7][cH:8][c:9]2[c:10]([NH:22][c:23]2[cH:24][cH:25][cH:26][cH:27][cH:28]2)[n:11]1. The product is Clc1nc(Nc2ccccc2)c2ccccc2n1. Reactants: CCN(C(C)C)C(C)C, CC(C)O, Clc1nc(Cl)c2ccccc2n1, Nc1ccccc1. Starting materials: FC1=C(C=C(C(=C1)Cl)OS(=O)(=O)C1=CC=CC=C1)NN ((2-fluoro-4-chloro-5-phenylsulfonyloxyphenyl)-hydrazine), 3-methylpenta-2,4-dione, O (water), C1(=CC=CC=C1)C (toluene). Conditions: temperature 70 celsius, time 1 hour. Product: FC1=C(C=C(C(=C1)Cl)OS(=O)(=O)C1=CC=CC=C1)N1N=C(C(=C1C)C)C (1-(2-fluoro-4-chloro-5-phenylsulfonyloxyphenyl)-3,4,5-trimethylpyrazole). As a reaction SMILES: [F:1][C:2]1[CH:7]=[C:6]([Cl:8])[C:5]([O:9][S:10]([C:13]2[CH:18]=[CH:17][CH:16]=[CH:15][CH:14]=2)(=[O:12])=[O:11])=[CH:4][C:3]=1[NH:19][NH2:20].O.[C:22]1([CH3:28])[CH:27]=[CH:26]C=[CH:24][CH:23]=1>>[F:1][C:2]1[CH:7]=[C:6]([Cl:8])[C:5]([O:9][S:10]([C:13]2[CH:18]=[CH:17][CH:16]=[CH:15][CH:14]=2)(=[O:12])=[O:11])=[CH:4][C:3]=1[N:19]1[C:27]([CH3:26])=[C:22]([CH3:28])[C:23]([CH3:24])=[N:20]1. Procedure: A mixture of (2-fluoro-4-chloro-5-phenylsulfonyloxyphenyl)-hydrazine (31.7 g), 3-methylpenta-2,4-dione (11.4 g) and water (150 ml) was stirred at 70° C. for one hour. After the reaction mixture was cooled, toluene was added thereto whereby to form two layers. The toluene layer thus separated was washed with water and dried over anhydrous sodium sulfate. Removal of the solvent by distillation in vacuo gave the titled compound (37.5 g) as a pale brown crystalline solid. Recrystallization of this s... The reactants are CO, NCCC(O)c1ccccc1F. Yields the product COc1ccccc1C(O)CCN. Reaction SMILES: [CH3:13][OH:14].[NH2:1][CH2:2][CH2:3][CH:4]([OH:5])[c:6]1[c:7]([F:12])[cH:8][cH:9][cH:10][cH:11]1>>[NH2:1][CH2:2][CH2:3][CH:4]([OH:5])[c:6]1[c:7]([O:14][CH3:13])[cH:8][cH:9][cH:10][cH:11]1.